Dataset: the Open Reaction Database (ORD), a public repository of structured organic reaction records. Task: describe an organic reaction: reactants, conditions, products, and yield Starting materials: ClC=1C=C(C=C(C1)Cl)SC1=C(N=C(N1)CO)C(C)C ([5-(3,5-Dichlorophenyl)thio-4-isopropyl-1H-imidazol-2-yl]methanol), Cl (hydrochloric acid), ClS(=O)(=O)N=C=O (chlorosulfonyl isocyanate), O (water). The solvent is C(C)#N (acetonitrile). Conditions: temperature 50 celsius, time 2 hour. The product is C(N)(OCC=1NC(=C(N1)C(C)C)SC1=CC(=CC(=C1)Cl)Cl)=O (5-(3,5-Dichlorophenyl)thio-4-isopropyl-1H-imidazol-2-ylmethyl carbamate). Isolated yield 95.2%. As a reaction SMILES: [Cl:1][C:2]1[CH:3]=[C:4]([S:9][C:10]2[NH:14][C:13]([CH2:15][OH:16])=[N:12][C:11]=2[CH:17]([CH3:19])[CH3:18])[CH:5]=[C:6]([Cl:8])[CH:7]=1.ClS([N:24]=[C:25]=[O:26])(=O)=O.O.Cl>C(#N)C>[C:25](=[O:26])([O:16][CH2:15][C:13]1[NH:14][C:10]([S:9][C:4]2[CH:3]=[C:2]([Cl:1])[CH:7]=[C:6]([Cl:8])[CH:5]=2)=[C:11]([CH:17]([CH3:19])[CH3:18])[N:12]=1)[NH2:24]. Procedure: The compound 2 40 g (126 mmol) obtained in the step 1 was suspended in acetonitrile 400 ml, and the suspension was cooled down under nitrogen atmosphere. To the suspension was added dropwise chlorosulfonyl isocyanate 24.3 g (171 mmol) at -20 to -25° C. for 1 hour. To the mixture was added water 400 ml under 10° C. To the mixture was added concentrated hydrochloric acid 40 ml, and the mixture was stirred at 50° C. for 2 hours. The mixture was cooled down to -10° C. and crystallized at the same te... Reactants: CS(C)=O, [F-], [K+], O=[N+]([O-])c1ccc(Cl)cc1. The product is O=[N+]([O-])c1ccc(F)cc1. RXN SMILES: [CH3:13][S:14]([CH3:15])=[O:16].[F-:11].[K+:12].[N+:1](=[O:2])([O-:3])[c:4]1[cH:5][cH:6][c:7]([Cl:10])[cH:8][cH:9]1>>[N+:1](=[O:2])([O-:3])[c:4]1[cH:5][cH:6][c:7]([F:11])[cH:8][cH:9]1. Starting materials: CC(=O)OC(C)=O, Cc1sc2cc3ccccc3c(-c3ccc(O)c(C4CCCC4)c3)c2c1C, Cl, c1ccncc1. The product is CC(=O)Oc1ccc(-c2c3ccccc3cc3sc(C)c(C)c23)cc1C1CCCC1. As a reaction SMILES: [CH3:28][C:29](=[O:30])[O:31][C:32](=[O:33])[CH3:34].[CH:1]1([c:6]2[c:7]([OH:27])[cH:8][cH:9][c:10](-[c:12]3[c:13]4[cH:14][cH:15][cH:16][cH:17][c:18]4[cH:19][c:20]4[s:21][c:22]([CH3:26])[c:23]([CH3:25])[c:24]34)[cH:11]2)[CH2:2][CH2:3][CH2:4][CH2:5]1.[ClH:35].[cH:36]1[cH:37][cH:38][n:39][cH:40][cH:41]1>>[CH:1]1([c:6]2[c:7]([O:27][C:29]([CH3:28])=[O:30])[cH:8][cH:9][c:10](-[c:12]3[c:13]4[cH:14][cH:15][cH:16][cH:17][c:18]4[cH:19][c:20]4[s:21][c:22]([CH3:26])[c:23]([CH3:25])[c:24]34)[cH:11]2)[CH2:2][CH2:3][CH2:4][CH2:5]1. Starting materials: N#Cc1ccc2c(Br)c(-c3ccc(F)cc3)nn2c1, CS(=O)(=O)c1ccc(B(O)O)cc1, [K+], [K+], [K+], CN(C)C=O, O, O=P([O-])([O-])[O-], c1ccc(P(c2ccccc2)(c2ccccc2)[Pd](P(c2ccccc2)(c2ccccc2)c2ccccc2)(P(c2ccccc2)(c2ccccc2)c2ccccc2)P(c2ccccc2)(c2ccccc2)c2ccccc2)cc1. Yields the product CS(=O)(=O)c1ccc(-c2c(-c3ccc(F)cc3)nn3cc(C#N)ccc23)cc1. RXN SMILES: [Br:1][c:2]1[c:3](-[c:13]2[cH:14][cH:15][c:16]([F:19])[cH:17][cH:18]2)[n:4][n:5]2[c:6]1[cH:7][cH:8][c:9]([C:11]#[N:12])[cH:10]2.[CH3:20][S:21](=[O:22])(=[O:23])[c:24]1[cH:25][cH:26][c:27]([B:30]([OH:31])[OH:32])[cH:28][cH:29]1.[K+:38].[K+:39].[K+:40].[O:42]=[CH:43][N:44]([CH3:45])[CH3:46].[OH2:41].[P:33]([O-:34])([O-:35])([O-:36])=[O:37].[cH:47]1[cH:48][cH:49][c:50]([P:51]([Pd:52]([P:53]([c:54]2[cH:55][cH:56][cH:57][cH:58][cH:59]2)([c:60]2[cH:61][cH:62][cH:63][cH:64][cH:65]2)[c:66]2[cH:67][cH:68][cH:69][cH:70][cH:71]2)([P:72]([c:73]2[cH:74][cH:75][cH:76][cH:77][cH:78]2)([c:79]2[cH:80][cH:81][cH:82][cH:83][cH:84]2)[c:85]2[cH:86][cH:87][cH:88][cH:89][cH:90]2)[P:91]([c:92]2[cH:93][cH:94][cH:95][cH:96][cH:97]2)([c:98]2[cH:99][cH:100][cH:101][cH:102][cH:103]2)[c:104]2[cH:105][cH:106][cH:107][cH:108][cH:109]2)([c:110]2[cH:111][cH:112][cH:113][cH:114][cH:115]2)[c:116]2[cH:117][cH:118][cH:119][cH:120][cH:121]2)[cH:122][cH:123]1>>[c:2]1(-[c:27]2[cH:26][cH:25][c:24]([S:21]([CH3:20])(=[O:22])=[O:23])[cH:29][cH:28]2)[c:3](-[c:13]2[cH:14][cH:15][c:16]([F:19])[cH:17][cH:18]2)[n:4][n:5]2[c:6]1[cH:7][cH:8][c:9]([C:11]#[N:12])[cH:10]2. The reactants are C(CCC)C=1N(C(=CN1)/C=C(/C(=O)OC)\CC=1SC=CC1)CC1=CC(=C(C=C1)C(=O)OC)OCOC (methyl (E)-3-[2-n-butyl-1-{(4-carbomethoxy-3-methoxymethoxyphenyl)methyl}-1H-imidazol-5-yl]-2-(2-thienyl)methyl-2-propenoate), Cl (hydrochloric acid). The solvent is CO (methanol). Product: C(CCC)C=1N(C(=CN1)/C=C(/C(=O)OC)\CC=1SC=CC1)CC1=CC(=C(C=C1)C(=O)OC)O (methyl (E)-3-[2-n-butyl-1-{(4-carbomethoxy-3-hydroxyphenyl)methyl}-1H-imidazol-5-yl]-2-(2-thienyl)methyl-2-propenoate). The yield is 91.6%. Reaction SMILES: [CH2:1]([C:5]1[N:6]([CH2:22][C:23]2[CH:28]=[CH:27][C:26]([C:29]([O:31][CH3:32])=[O:30])=[C:25]([O:33]COC)[CH:24]=2)[C:7](/[CH:10]=[C:11](\[CH2:16][C:17]2[S:18][CH:19]=[CH:20][CH:21]=2)/[C:12]([O:14][CH3:15])=[O:13])=[CH:8][N:9]=1)[CH2:2][CH2:3][CH3:4].Cl>CO>[CH2:1]([C:5]1[N:6]([CH2:22][C:23]2[CH:28]=[CH:27][C:26]([C:29]([O:31][CH3:32])=[O:30])=[C:25]([OH:33])[CH:24]=2)[C:7](/[CH:10]=[C:11](\[CH2:16][C:17]2[S:18][CH:19]=[CH:20][CH:21]=2)/[C:12]([O:14][CH3:15])=[O:13])=[CH:8][N:9]=1)[CH2:2][CH2:3][CH3:4]. Procedure: To a solution of methyl (E)-3-[2-n-butyl-1-{(4-carbomethoxy-3-methoxymethoxyphenyl)methyl}-1H-imidazol-5-yl]-2-(2-thienyl)methyl-2-propenoate (2.1 g, 4.1 mmol) in 40 mL of methanol was added approximately 0.1 mL of concentrated hydrochloric acid. The reaction was refluxed for 5 hours and then concentrated in vacuo. The residue was partitioned between ethyl acetate and saturated sodium bicarbonate solution. The layers were separated. The organic extract was dried with magnesium sulfate, and the s...